Dataset: the Open Reaction Database (ORD), a public repository of structured organic reaction records. Task: describe an organic reaction: reactants, conditions, products, and yield The reactants are C(=O)C1C(C(CC1)OC1OCCCC1)CCCCCCC(=O)O (2-formyl-5 -(tetrahydropyran-2-yloxy)-cyclopentaneheptanoic acid), C(CCC)[Li] (n-butyl lithium), C#CCCCCC (1-heptyne). Solvent: C1(=CC=CC=C1)C (toluene), CCOCC (ether), CCCCCC (hexane), C1(=CC=CC=C1)C (toluene). Run at temperature -70 celsius, time 10 minute. The product is OC(C#CCCCCC)C1C(C(CC1)OC1OCCCC1)CCCCCCC(=O)O (2-(1-Hydroxy-2-octynyl)-5-(tetrahydropyran-2-yloxy)cyclopentaneheptanoic Acid). RXN SMILES: C([Li])CCC.[CH:6]#[C:7][CH2:8][CH2:9][CH2:10][CH2:11][CH3:12].[CH:13]([CH:15]1[CH2:19][CH2:18][CH:17]([O:20][CH:21]2[CH2:26][CH2:25][CH2:24][CH2:23][O:22]2)[CH:16]1[CH2:27][CH2:28][CH2:29][CH2:30][CH2:31][CH2:32][C:33]([OH:35])=[O:34])=[O:14]>CCCCCC.C1(C)C=CC=CC=1.CCOCC>[OH:14][CH:13]([CH:15]1[CH2:19][CH2:18][CH:17]([O:20][CH:21]2[CH2:26][CH2:25][CH2:24][CH2:23][O:22]2)[CH:16]1[CH2:27][CH2:28][CH2:29][CH2:30][CH2:31][CH2:32][C:33]([OH:35])=[O:34])[C:6]#[C:7][CH2:8][CH2:9][CH2:10][CH2:11][CH3:12]. Procedure: Under a nitrogen atmosphere at -40° C, a solution of 70.4 ml of n-butyl lithium in hexane (2.3 molar) is added dropwise to a solution of 1-heptyne (14.78 g, 2.2 equivalents) in 50 ml of toluene. The mixture is stirred at the same temperature for 10 minutes. The solution is transferred carefully to an addition funnel and added at to a solution of 2-formyl-5 -(tetrahydropyran-2-yloxy)-cyclopentaneheptanoic acid (22.82 g, 1 equivalent), described in Example 1, in 50 ml of toluene cooled to -70° C. ... Reactants: C(C)(C)(C)OC(=O)N1CCC(CC1)C1CC=2C(=CN=C(C2)Cl)O1 (4-(5-chloro-2,3-dihydro-furo[2,3-c]pyridin-2-yl)-piperidine-1-carboxylic acid tert-butyl ester), CC1(OB(OC1(C)C)C1=CC=NC=C1C#N)C (4-(4,4,5,5-tetramethyl-[1,3,2]dioxaborolan-2-yl)-nicotinonitrile). Yields the product C(C)(C)(C)OC(=O)N1CCC(CC1)C1CC=2C(=CN=C(C2)C2=C(C=NC=C2)C#N)O1 (4-[5-(3-Cyano-pyridin-4-yl)-2,3-dihydro-furo[2,3-c]pyridin-2-yl]-piperidine-1-carboxylic acid tert-butyl ester). Reaction SMILES: [C:1]([O:5][C:6]([N:8]1[CH2:13][CH2:12][CH:11]([CH:14]2[O:23][C:17]3=[CH:18][N:19]=[C:20](Cl)[CH:21]=[C:16]3[CH2:15]2)[CH2:10][CH2:9]1)=[O:7])([CH3:4])([CH3:3])[CH3:2].CC1(C)C(C)(C)OB([C:32]2[C:37]([C:38]#[N:39])=[CH:36][N:35]=[CH:34][CH:33]=2)O1>>[C:1]([O:5][C:6]([N:8]1[CH2:13][CH2:12][CH:11]([CH:14]2[O:23][C:17]3=[CH:18][N:19]=[C:20]([C:32]4[CH:33]=[CH:34][N:35]=[CH:36][C:37]=4[C:38]#[N:39])[CH:21]=[C:16]3[CH2:15]2)[CH2:10][CH2:9]1)=[O:7])([CH3:4])([CH3:3])[CH3:2]. Procedure: The title compound is prepared from 4-(5-chloro-2,3-dihydro-furo[2,3-c]pyridin-2-yl)-piperidine-1-carboxylic acid tert-butyl ester and 4-(4,4,5,5-tetramethyl-[1,3,2]dioxaborolan-2-yl)-nicotinonitrile following a procedure analogous to that described in Example 28. LC (method 10): tR=1.64 min; Mass spectrum (ESI+): m/z=407 [M+H]+. Solvent: C1CCOC1 (THF). Reaction conditions: time 15 hour. Starting materials: II (iodine), [N+](=O)([O-])C=1C=C(C=CC1)C(C)O (3-nitrophenylethanol), C1(=CC=CC=C1)P(C1=CC=CC=C1)C1=CC=CC=C1 (triphenylphosphine), N1C=NC=C1 (imidazole), [Cl-].[NH4+] (ammonium chloride). Reported procedure: 5 g of 3-nitrophenylethanol, 9.4 g of triphenylphosphine and 3.1 g of imidazole are dissolved in 250 ml of THF, mixed in portions with 9.1 g of iodine and stirred for 15 hours at room temperature. The reaction mixture is mixed with ammonium chloride solution and extracted with dichloromethane. The organic phase is washed in succession with sodium thiosulfate solution and water and dried on sodium sulfate. After purification by chromatography on silica gel, 7.51 g of the title compound is obtaine... Reaction SMILES: [N+:1]([C:4]1[CH:5]=[C:6]([CH:10](O)[CH3:11])[CH:7]=[CH:8][CH:9]=1)([O-:3])=[O:2].C1(P(C2C=CC=CC=2)C2C=CC=CC=2)C=CC=CC=1.N1C=CN=C1.[I:37]I.[Cl-].[NH4+]>C1COCC1>[I:37][CH2:11][CH2:10][C:6]1[CH:7]=[CH:8][CH:9]=[C:4]([N+:1]([O-:3])=[O:2])[CH:5]=1 |f:4.5|. Isolated yield 90.6%. The product is ICCC1=CC(=CC=C1)[N+](=O)[O-] (1-(2-Iodo-ethyl)-3-nitro-benzene). Reactants: [Br-] (bromide), NCC1=NC=CC=C1 (2-(Aminomethyl)pyridine), BrCC(=O)C1=CC(=C(C(=C1)C(C)(C)C)O)C(C)(C)C (2-bromo-1-(3,5-di-tert-butyl-4-hydroxyphenyl)ethanone), C[Si](N[Si](C)(C)C)(C)C.[Li] (lithium hexamethyldisilazane). Reported procedure: 2-(Aminomethyl)pyridine (100 mg) was initially introduced in absolute THF (12 ml) and treated with lithium hexamethyldisilazane solution (1.01 ml, 1 M in THF) at RT with stirring and under argon. After 30 min, 2-bromo-1-(3,5-di-tert-butyl-4-hydroxyphenyl)ethanone (0.5 eq., 151 mg, dissolved in 1.5 ml absolute THF) was added dropwise. For completion of the reaction, the remaining amount of bromide (151 mg) was added and after 2 hours the precipitate formed was filtered off with suction and dried.... Yields the product Br.C(C)(C)(C)C=1C=C(C=C(C1O)C(C)(C)C)C(CNCC1=NC=CC=C1)=O (1-(3,5-Di-tert-butyl-4-hydroxyphenyl)-2-[(pyridin-2-ylmethyl)amino]ethanone hydrobromide). Conditions: time 30 minute. Reaction SMILES: [NH2:1][CH2:2][C:3]1[CH:8]=[CH:7][CH:6]=[CH:5][N:4]=1.C[Si](C)(C)N[Si](C)(C)C.[Li].[Br:19][CH2:20][C:21]([C:23]1[CH:28]=[C:27]([C:29]([CH3:32])([CH3:31])[CH3:30])[C:26]([OH:33])=[C:25]([C:34]([CH3:37])([CH3:36])[CH3:35])[CH:24]=1)=[O:22].[Br-]>C1COCC1>[BrH:19].[C:29]([C:27]1[CH:28]=[C:23]([C:21](=[O:22])[CH2:20][NH:1][CH2:2][C:3]2[CH:8]=[CH:7][CH:6]=[CH:5][N:4]=2)[CH:24]=[C:25]([C:34]([CH3:37])([CH3:36])[CH3:35])[C:26]=1[OH:33])([CH3:32])([CH3:30])[CH3:31] |f:1.2,6.7,^1:17|. The solvent is C1CCOC1 (THF). The yield is 48.8%. Yields the product CC(C)(C)OC(=O)N(Cc1cc2c(cn1)OCCO2)C1CCN(CCn2c(=O)cnc3ccc(-n4cncn4)nc32)CC1. RXN SMILES: [C:45]([BH3-:46])#[N:47].[C:49](=[O:50])([O-:51])[OH:52].[CH3:54][OH:55].[CH3:60][C:61](=[O:62])[OH:63].[CH:56]([Cl:57])([Cl:58])[Cl:59].[Cl:64][CH2:65][Cl:66].[Na+:48].[Na+:53].[O:1]1[CH2:2][CH2:3][O:4][c:5]2[cH:6][n:7][c:8]([CH2:11][N:12]([C:13]([O:14][C:15]([CH3:16])([CH3:17])[CH3:18])=[O:19])[CH:20]3[CH2:21][CH2:22][NH:23][CH2:24][CH2:25]3)[cH:9][c:10]21.[O:26]=[c:27]1[cH:28][n:29][c:30]2[c:31]([n:32]1[CH2:33][CH:34]=[O:35])[n:36][c:37](-[n:40]1[n:41][cH:42][n:43][cH:44]1)[cH:38][cH:39]2>>[O:1]1[CH2:2][CH2:3][O:4][c:5]2[cH:6][n:7][c:8]([CH2:11][N:12]([C:13]([O:14][C:15]([CH3:16])([CH3:17])[CH3:18])=[O:19])[CH:20]3[CH2:21][CH2:22][N:23]([CH2:34][CH2:33][n:32]4[c:27](=[O:26])[cH:28][n:29][c:30]5[c:31]4[n:36][c:37](-[n:40]4[n:41][cH:42][n:43][cH:44]4)[cH:38][cH:39]5)[CH2:24][CH2:25]3)[cH:9][c:10]21. Reactants: [BH3-]C#N, O=C([O-])O, CO, CC(=O)O, ClC(Cl)Cl, ClCCl, [Na+], [Na+], CC(C)(C)OC(=O)N(Cc1cc2c(cn1)OCCO2)C1CCNCC1, O=CCn1c(=O)cnc2ccc(-n3cncn3)nc21.